Dataset: the Open Reaction Database (ORD), a public repository of structured organic reaction records. Task: describe an organic reaction: reactants, conditions, products, and yield Starting materials: Compound 120, BrC1=CN=C(C=2N1N=CN2)NC2=CC=C(C=C2)N2CCOCC2 ((5-bromo-[1,2,4]triazolo[1,5-a]pyrazin-8-yl)-(4-morpholin-4-ylphenyl)amine), CC1(OB(OC1(C)C)C=1C2=C(SC1)C=CC=C2)C (4,4,5,5-tetramethyl-2-benzo[b]thiophen-3-yl-[1,3,2]dioxaborolane). Product: S1C2=C(C(=C1)C1=CN=C(C=3N1N=CN3)NC3=CC=C(C=C3)N3CCOCC3)C=CC=C2 ((5-Benzo[b]thiophen-3-yl-[1,2,4]triazolo[1,5-a]pyrazin-8-yl)-(4-morpholin-4-ylphenyl)amine). Reaction SMILES: Br[C:2]1[N:7]2[N:8]=[CH:9][N:10]=[C:6]2[C:5]([NH:11][C:12]2[CH:17]=[CH:16][C:15]([N:18]3[CH2:23][CH2:22][O:21][CH2:20][CH2:19]3)=[CH:14][CH:13]=2)=[N:4][CH:3]=1.CC1(C)C(C)(C)OB([C:32]2[C:33]3[CH:40]=[CH:39][CH:38]=[CH:37][C:34]=3[S:35][CH:36]=2)O1>>[S:35]1[CH:36]=[C:32]([C:2]2[N:7]3[N:8]=[CH:9][N:10]=[C:6]3[C:5]([NH:11][C:12]3[CH:17]=[CH:16][C:15]([N:18]4[CH2:23][CH2:22][O:21][CH2:20][CH2:19]4)=[CH:14][CH:13]=3)=[N:4][CH:3]=2)[C:33]2[CH:40]=[CH:39][CH:38]=[CH:37][C:34]1=2. Procedure: This compound may be prepared using methods as described for Compound 120, using (5-bromo-[1,2,4]triazolo[1,5-a]pyrazin-8-yl)-(4-morpholin-4-ylphenyl)amine and 4,4,5,5-tetramethyl-2-benzo[b]thiophen-3-yl-[1,3,2]dioxaborolane in step 4. LCMS: Rt 0.84 min (95%), m/z (ESI) 402 (M+H)+. Starting materials: CO (methanol), C(C)(=O)C1=C(NC=2C=CNC(C2C1C1=C(C=C(C#N)C=C1)C)=O)C (4-(3-acetyl-2-methyl-5-oxo-1,4,5,6-tetrahydro-1,6-naphthyridin-4-yl)-3-methylbenzonitrile), ClCCl (dichloromethane), F[B-](F)(F)F.C(C)[O+](CC)CC (triethyloxonium tetrafluoroborate). Solvent: O (water), O (water). Conditions: time 2 hour. Product: C(C)(=O)C1=C(NC2=CC=NC(=C2C1C1=C(C=C(C#N)C=C1)C)OCC)C (4-(3-Acetyl-5-ethoxy-2-methyl-1,4-dihydro-1,6-naphthyridin-4-yl)-3-methylbenzonitrile). Reaction SMILES: [C:1]([C:4]1[CH:13]([C:14]2[CH:21]=[CH:20][C:17]([C:18]#[N:19])=[CH:16][C:15]=2[CH3:22])[C:12]2[C:11](=[O:23])[NH:10][CH:9]=[CH:8][C:7]=2[NH:6][C:5]=1[CH3:24])(=[O:3])[CH3:2].ClCCl.F[B-](F)(F)F.[CH2:33]([O+](CC)CC)[CH3:34].CO>O>[C:1]([C:4]1[CH:13]([C:14]2[CH:21]=[CH:20][C:17]([C:18]#[N:19])=[CH:16][C:15]=2[CH3:22])[C:12]2[C:7](=[CH:8][CH:9]=[N:10][C:11]=2[O:23][CH2:33][CH3:34])[NH:6][C:5]=1[CH3:24])(=[O:3])[CH3:2] |f:2.3|. Procedure: 150 mg (0.470 mmol) of 4-(3-acetyl-2-methyl-5-oxo-1,4,5,6-tetrahydro-1,6-naphthyridin-4-yl)-3-methylbenzonitrile are dissolved under an argon atmosphere in 10 ml of abs. dichloromethane, and 178 mg (0.939 mmol) of triethyloxonium tetrafluoroborate are added. After a reaction time of two hours at room temperature (reaction checked by HPLC), the mixture is mixed with 5 ml of methanol and 0.5 ml of water and again stirred for 2 h. It is then diluted with 20 ml of water and extracted three times wit... Reactants: C(C)(C)(C)[Si](C)(C)OCC1=C(C=CC(=C1)[N+](=O)[O-])N=C=S (tert-Butyl-(2-isothiocyanato-5-nitro-benzyloxy)-dimethyl-silane), NC1=CC=CC=2CC(OC21)(C)C (7-amino-2,3-dihydro-2,2-dimethylbenzofuran). Product: CC1(OC2=C(C1)C=CC=C2NC=2OCC1=C(N2)C=CC(=C1)[N+](=O)[O-])C ((2,2-Dimethyl-2,3-dihydro-benzofuran-7-yl)-(6-nitro-4H-benzo[d][1,3]oxazin-2-yl)-amine). Yield: 67.0%. Reaction SMILES: C([Si]([O:8][CH2:9][C:10]1[CH:15]=[C:14]([N+:16]([O-:18])=[O:17])[CH:13]=[CH:12][C:11]=1[N:19]=[C:20]=S)(C)C)(C)(C)C.[NH2:22][C:23]1[C:31]2[O:30][C:29]([CH3:33])([CH3:32])[CH2:28][C:27]=2[CH:26]=[CH:25][CH:24]=1>>[CH3:32][C:29]1([CH3:33])[CH2:28][C:27]2[CH:26]=[CH:25][CH:24]=[C:23]([NH:22][C:20]3[O:8][CH2:9][C:10]4[CH:15]=[C:14]([N+:16]([O-:18])=[O:17])[CH:13]=[CH:12][C:11]=4[N:19]=3)[C:31]=2[O:30]1. Reported procedure: Prepared from tert-butyl-(2-isothiocyanato-5-nitro-benzyloxy)-dimethyl-silane (Example C1) (3.75 g, 11 mmol) and 7-amino-2,3-dihydro-2,2-dimethylbenzofuran (CAS 68298-46-4) (1.86 g, 11 mmol) according to the procedure described for Example 1. Obtained the title compound as a yellow solid (2.5 g, 65%), MS (ISP) m/e=340.3 [(M+H)+].